This data is from the Open Reaction Database (ORD), a public repository of structured organic reaction records. The task is: describe an organic reaction: reactants, conditions, products, and yield The product is C(C)(C)(C)OC(C(=O)O)C1=C(C2=CC=CC=C2C(=C1C)C=1C=NC(=CC1)N(C)C)C1=CC=C(C=C1)Cl (2-tert-butoxy-2-(1-(4-chlorophenyl)-4-(6-(dimethylamino)pyridin-3-yl)-3-methylnaphthalen-2-yl)acetic acid). Starting materials: C(C)(C)(C)OC(C(=O)OCC)C1=C(C2=CC=CC=C2C(=C1C)C)C1=CC=C(C=C1)Cl (ethyl 2-tert-butoxy-2-(1-(4-chlorophenyl)-3,4-dimethylnaphthalen-2-yl)acetate), CN(C)C1=NC=C(C=C1)B(O)O (2-(N,N-dimethylamino)-pyridin-5-yl-boronic acid). As a reaction SMILES: [C:1]([O:5][CH:6]([C:12]1[C:21]([CH3:22])=[C:20](C)[C:19]2[C:14](=[CH:15][CH:16]=[CH:17][CH:18]=2)[C:13]=1[C:24]1[CH:29]=[CH:28][C:27]([Cl:30])=[CH:26][CH:25]=1)[C:7]([O:9]CC)=[O:8])([CH3:4])([CH3:3])[CH3:2].[CH3:31][N:32]([C:34]1[CH:39]=[CH:38][C:37](B(O)O)=[CH:36][N:35]=1)[CH3:33]>>[C:1]([O:5][CH:6]([C:12]1[C:21]([CH3:22])=[C:20]([C:37]2[CH:36]=[N:35][C:34]([N:32]([CH3:33])[CH3:31])=[CH:39][CH:38]=2)[C:19]2[C:14](=[CH:15][CH:16]=[CH:17][CH:18]=2)[C:13]=1[C:24]1[CH:29]=[CH:28][C:27]([Cl:30])=[CH:26][CH:25]=1)[C:7]([OH:9])=[O:8])([CH3:4])([CH3:2])[CH3:3]. Reported procedure: 2-tert-Butoxy-2-(1-(4-chlorophenyl)-4-(6-(dimethylamino)pyridin-3-yl)-3-methylnaphthalen-2-yl)acetic acid (137) was prepared in a manner similar to 2-tert-butoxy-2-(1-(4-chlorophenyl)-3,4-dimethylnaphthalen-2-yl)acetic acid of Example 125, except using 2-(N,N-dimethylamino)-pyridin-5-yl-boronic acid in the Suzuki reaction, giving the title compound. 1H-NMR: (400 MHz, DMSO-d6): δ 8.02-8.00 (m, 1H); 7.78 (m, broad, 1H); 7.72-7.69 (m, 1H); 7.67-7.65 (m, 1H); 7.52-7.49 (m, 1H); 7.45-7.36 (m, 4H); 7....